From a dataset of the Open Reaction Database (ORD), a public repository of structured organic reaction records. describe an organic reaction: reactants, conditions, products, and yield Reactants: Clc1ncc(Br)c(-c2ccc(CN3CCCCC3)s2)n1, CC(C)O, ClCCl, NCCN1CCNC1=O. Yields the product O=C1NCCN1CCNc1ncc(Br)c(-c2ccc(CN3CCCCC3)s2)n1. Reaction SMILES: [Br:1][c:2]1[c:3](-[c:9]2[s:10][c:11]([CH2:14][N:15]3[CH2:16][CH2:17][CH2:18][CH2:19][CH2:20]3)[cH:12][cH:13]2)[n:4][c:5]([Cl:8])[n:6][cH:7]1.[CH:30]([OH:31])([CH3:32])[CH3:33].[Cl:34][CH2:35][Cl:36].[NH2:21][CH2:22][CH2:23][N:24]1[C:25](=[O:29])[NH:26][CH2:27][CH2:28]1>>[Br:1][c:2]1[c:3](-[c:9]2[s:10][c:11]([CH2:14][N:15]3[CH2:16][CH2:17][CH2:18][CH2:19][CH2:20]3)[cH:12][cH:13]2)[n:4][c:5]([NH:21][CH2:22][CH2:23][N:24]2[C:25](=[O:29])[NH:26][CH2:27][CH2:28]2)[n:6][cH:7]1. The product is CCOC(=O)c1c(OCC)ccn(-c2ccc(F)cc2)c1=O. RXN SMILES: [CH2:1]([CH3:2])[O:3][c:4]1[c:5]([C:11](=[O:12])[O:13][CH2:14][CH3:15])[c:6](=[O:10])[nH:7][cH:8][cH:9]1.[Cl:32][CH2:33][Cl:34].[F:16][c:17]1[cH:18][cH:19][c:20]([B:23]([OH:24])[OH:25])[cH:21][cH:22]1.[cH:26]1[cH:27][cH:28][n:29][cH:30][cH:31]1>>[CH2:1]([CH3:2])[O:3][c:4]1[c:5]([C:11](=[O:12])[O:13][CH2:14][CH3:15])[c:6](=[O:10])[n:7](-[c:20]2[cH:19][cH:18][c:17]([F:16])[cH:22][cH:21]2)[cH:8][cH:9]1. Starting materials: CCOC(=O)c1c(OCC)cc[nH]c1=O, ClCCl, OB(O)c1ccc(F)cc1, c1ccncc1.